From a dataset of the Open Reaction Database (ORD), a public repository of structured organic reaction records. describe an organic reaction: reactants, conditions, products, and yield Reactants: COCCCCn1c(C(=O)N(CC(C)C)C2CC(C(=O)N3CCOCC3)CN(C(=O)OC(C)(C)C)C2)cc2c1CCCC2, ClCCl, O=C(O)C(F)(F)F. Yields the product COCCCCn1c(C(=O)N(CC(C)C)C2CNCC(C(=O)N3CCOCC3)C2)cc2c1CCCC2. Reaction SMILES: [CH3:1][O:2][CH2:3][CH2:4][CH2:5][CH2:6][n:7]1[c:8]([C:16](=[O:17])[N:18]([CH:19]2[CH2:20][N:21]([C:33]([O:34][C:35]([CH3:36])([CH3:37])[CH3:38])=[O:39])[CH2:22][CH:23]([C:25](=[O:26])[N:27]3[CH2:28][CH2:29][O:30][CH2:31][CH2:32]3)[CH2:24]2)[CH2:40][CH:41]([CH3:42])[CH3:43])[cH:9][c:10]2[c:15]1[CH2:14][CH2:13][CH2:12][CH2:11]2.[Cl:51][CH2:52][Cl:53].[F:44][C:45]([F:46])([F:47])[C:48]([OH:49])=[O:50]>>[CH3:1][O:2][CH2:3][CH2:4][CH2:5][CH2:6][n:7]1[c:8]([C:16](=[O:17])[N:18]([CH:19]2[CH2:20][NH:21][CH2:22][CH:23]([C:25](=[O:26])[N:27]3[CH2:28][CH2:29][O:30][CH2:31][CH2:32]3)[CH2:24]2)[CH2:40][CH:41]([CH3:42])[CH3:43])[cH:9][c:10]2[c:15]1[CH2:14][CH2:13][CH2:12][CH2:11]2.